From a dataset of the Open Reaction Database (ORD), a public repository of structured organic reaction records. describe an organic reaction: reactants, conditions, products, and yield The reactants are ClCC=1OC2=C(N1)C=CC=C2 (2-chloromethylbenzoxazole), C1(=CC=CC=C1)S(=O)(=O)[O-].[Na+] (sodium benzene sulfonate), CN(C)C=O (DMF), O (H2O). Reaction conditions: temperature 70 celsius. The product is C1(=CC=CC=C1)S(=O)(=O)C=1OC2=C(N1)C(=CC=C2)C (2-(phenylsulfonyl)-methyl-benzoxazole). Reaction SMILES: ClC[C:3]1[O:4][C:5]2[CH:11]=[CH:10][CH:9]=[CH:8][C:6]=2[N:7]=1.[C:12]1([S:18]([O-:21])(=O)=[O:19])[CH:17]=[CH:16][CH:15]=[CH:14][CH:13]=1.[Na+].O.[CH3:24]N(C=O)C>>[C:12]1([S:18]([C:3]2[O:4][C:5]3[CH:11]=[CH:10][CH:9]=[C:8]([CH3:24])[C:6]=3[N:7]=2)(=[O:21])=[O:19])[CH:17]=[CH:16][CH:15]=[CH:14][CH:13]=1 |f:1.2|. Procedure details: 33 g (0.2 mole) of 2-chloromethylbenzoxazole and 32.8 g of sodium benzene sulfonate were dissolved in 200 ml of DMF, heated within one-half hour to 70° C., for 1 hour at 70° C., for 1 hour to 80° C. and for 1 hour to 90° C., and after cooling, allowed to flow into 300 ml of H2O, while stirring well. The reaction mixture was filtered with suction, washed well with H2O and dried. 48.8 g (98.4 % of the theory) were obtained. After recrystallization from ethanol, 41 g of colorless cristals melting a... Reactants: FC1=CC=C(C=C1)C1=NN(C=C1B(O)O)C(C1=CC=CC=C1)(C1=CC=CC=C1)C1=CC=CC=C1 (3-(4-fluorophenyl)-1-trityl-1H-4-pyrazolylboronic acid), BrC=1C=CC=2N(C1)C(=CN2)C=2SC(=CC2)SC (6-bromo-3-[5-(methylsulfanyl)-2-thienyl]imidazo[1,2-a]-pyridine), tetrakis (triphenylphosphine)palladium, C1(=CC=CC=C1)C (toluene), C([O-])([O-])=O.[Na+].[Na+] (sodium carbonate). The solvent is C(C)O (ethanol). The product is FC1=CC=C(C=C1)C1=NN(C=C1C=1C=CC=2N(C1)C(=CN2)C=2SC(=CC2)SC)C(C2=CC=CC=C2)(C2=CC=CC=C2)C2=CC=CC=C2 (6-[3-(4-Fluorophenyl)-1-trityl-1H-4-pyrazolyl]-3-[5-(methylsulfanyl)-2-thienyl]imidazo[1,2-a]pyridine). Isolated yield 64.3%. As a reaction SMILES: [F:1][C:2]1[CH:7]=[CH:6][C:5]([C:8]2[C:12](B(O)O)=[CH:11][N:10]([C:16]([C:29]3[CH:34]=[CH:33][CH:32]=[CH:31][CH:30]=3)([C:23]3[CH:28]=[CH:27][CH:26]=[CH:25][CH:24]=3)[C:17]3[CH:22]=[CH:21][CH:20]=[CH:19][CH:18]=3)[N:9]=2)=[CH:4][CH:3]=1.Br[C:36]1[CH:37]=[CH:38][C:39]2[N:40]([C:42]([C:45]3[S:46][C:47]([S:50][CH3:51])=[CH:48][CH:49]=3)=[CH:43][N:44]=2)[CH:41]=1.C1(C)C=CC=CC=1.C(=O)([O-])[O-].[Na+].[Na+]>C(O)C>[F:1][C:2]1[CH:7]=[CH:6][C:5]([C:8]2[C:12]([C:36]3[CH:37]=[CH:38][C:39]4[N:40]([C:42]([C:45]5[S:46][C:47]([S:50][CH3:51])=[CH:48][CH:49]=5)=[CH:43][N:44]=4)[CH:41]=3)=[CH:11][N:10]([C:16]([C:29]3[CH:34]=[CH:33][CH:32]=[CH:31][CH:30]=3)([C:23]3[CH:28]=[CH:27][CH:26]=[CH:25][CH:24]=3)[C:17]3[CH:22]=[CH:21][CH:20]=[CH:19][CH:18]=3)[N:9]=2)=[CH:4][CH:3]=1 |f:3.4.5|. Reported procedure: 736 mg 3-(4-fluorophenyl)-1-trityl-1H-4-pyrazolylboronic acid (compound in Production Example 25), 550 mg 6-bromo-3-[5-(methylsulfanyl)-2-thienyl]imidazo[1,2-a]-pyridine (compound in Production Example 58) and 100 mg tetrakis (triphenylphosphine)palladium were stirred at 80° C. for 3 hours in a solution mixture of 5 mL toluene, 5 mL ethanol and 2.5 mL of 2 N aqueous sodium carbonate under nitrogen atmosphere. The reaction solution was extracted with ethyl acetate, the organic layer was dried ove... The reactants are O=C(CBr)OCc1ccccc1, O=C([O-])[O-], CN(C)C=O, [K+], [K+], CCn1nc(C(=O)O)cc(N)c1=O. The product is CCn1nc(C(=O)OCC(=O)OCc2ccccc2)cc(N)c1=O. Reaction SMILES: [Br:14][CH2:15][C:16](=[O:17])[O:18][CH2:19][c:20]1[cH:21][cH:22][cH:23][cH:24][cH:25]1.[C:26](=[O:27])([O-:28])[O-:29].[CH3:32][N:33]([CH3:34])[CH:35]=[O:36].[K+:30].[K+:31].[NH2:1][c:2]1[cH:3][c:4]([C:11](=[O:12])[OH:13])[n:5][n:6]([CH2:9][CH3:10])[c:7]1=[O:8]>>[NH2:1][c:2]1[cH:3][c:4]([C:11](=[O:12])[O:13][CH2:15][C:16](=[O:17])[O:18][CH2:19][c:20]2[cH:21][cH:22][cH:23][cH:24][cH:25]2)[n:5][n:6]([CH2:9][CH3:10])[c:7]1=[O:8]. Reactants: C1COCCO1, CCOCC, Cl, CN(CC(=O)OCc1ccc([N+](=O)[O-])cc1)C(=O)OC(C)(C)C. Yields the product Cl, CNCC(=O)OCc1ccc([N+](=O)[O-])cc1. RXN SMILES: [CH2:30]1[O:31][CH2:32][CH2:33][O:34][CH2:35]1.[CH3:25][CH2:26][O:27][CH2:28][CH3:29].[ClH:24].[N+:1](=[O:2])([O-:3])[c:4]1[cH:5][cH:6][c:7]([CH2:8][O:9][C:10]([CH2:11][N:12]([CH3:13])[C:14]([O:15][C:16]([CH3:17])([CH3:18])[CH3:19])=[O:20])=[O:21])[cH:22][cH:23]1>>[ClH:24].[N+:1](=[O:2])([O-:3])[c:4]1[cH:5][cH:6][c:7]([CH2:8][O:9][C:10]([CH2:11][NH:12][CH3:13])=[O:21])[cH:22][cH:23]1. The reactants are CCOC(=O)c1oc2cccc(NC(=O)OC(C)(C)C)c2c1C, ClCCCl, O=C(O)C(F)(F)F. The product is CCOC(=O)c1oc2cccc(N)c2c1C. As a reaction SMILES: [CH2:1]([CH3:2])[O:3][C:4](=[O:5])[c:6]1[o:7][c:8]2[c:9]([c:10]1[CH3:11])[c:12]([NH:16][C:17]([O:18][C:19]([CH3:20])([CH3:21])[CH3:22])=[O:23])[cH:13][cH:14][cH:15]2.[Cl:31][CH2:32][CH2:33][Cl:34].[OH:24][C:25]([C:26]([F:27])([F:28])[F:29])=[O:30]>>[CH2:1]([CH3:2])[O:3][C:4](=[O:5])[c:6]1[o:7][c:8]2[c:9]([c:10]1[CH3:11])[c:12]([NH2:16])[cH:13][cH:14][cH:15]2. Product: COC(=O)c1ccc(C)cc1Oc1ccc(OC(CCCc2ccccc2)C(OC(=O)c2ccccc2)c2cc(OC)c(C)c(OC)c2)cc1. Reactants: COC(=O)c1ccc(C)cc1Oc1ccc(OC(CCCc2ccccc2)C(O)c2cc(OC)c(C)c(OC)c2)cc1, O=C(O)c1ccccc1. As a reaction SMILES: [CH3:1][O:2][C:3]([c:4]1[c:5]([O:11][c:12]2[cH:13][cH:14][c:15]([O:18][CH:19]([CH2:20][CH2:21][CH2:22][c:23]3[cH:24][cH:25][cH:26][cH:27][cH:28]3)[CH:29]([OH:30])[c:31]3[cH:32][c:33]([O:40][CH3:41])[c:34]([CH3:39])[c:35]([O:37][CH3:38])[cH:36]3)[cH:16][cH:17]2)[cH:6][c:7]([CH3:10])[cH:8][cH:9]1)=[O:42].[OH:43][C:44](=[O:45])[c:46]1[cH:47][cH:48][cH:49][cH:50][cH:51]1>>[CH3:1][O:2][C:3]([c:4]1[c:5]([O:11][c:12]2[cH:13][cH:14][c:15]([O:18][CH:19]([CH2:20][CH2:21][CH2:22][c:23]3[cH:24][cH:25][cH:26][cH:27][cH:28]3)[CH:29]([O:30][C:44](=[O:43])[c:46]3[cH:47][cH:48][cH:49][cH:50][cH:51]3)[c:31]3[cH:32][c:33]([O:40][CH3:41])[c:34]([CH3:39])[c:35]([O:37][CH3:38])[cH:36]3)[cH:16][cH:17]2)[cH:6][c:7]([CH3:10])[cH:8][cH:9]1)=[O:42]. The reactants are CC(C)(C#CC1=CC(=CC=C1)Br)O (2-methyl-4-(3-bromophenyl)-3-butyn-2-ol), CC(C#CC1=CC(=CC=C1)C#CC(C)(C)O)(C)O (1,3-di(3-methyl-3-hydroxy-1-butynyl)benzene). Yields the product C1(=CC(=CC(=C1)C)C)C (mesitylene). RXN SMILES: [CH3:1]C(O)(C#CC1C=CC=C(Br)C=1)C.CC(O)(C)C#[C:17][C:18]1[CH:23]=[CH:22][CH:21]=[C:20]([C:24]#CC(O)(C)C)[CH:19]=1>>[C:18]1([CH3:17])[CH:19]=[C:20]([CH3:24])[CH:21]=[C:22]([CH3:1])[CH:23]=1. Reported procedure: Referring to Table 1 above, the Conversion ("Conv.") was a weight percent conversion and was calculated by: ##EQU1## Selectivity ("Selec.") in Table 1 means, as appropriate: ##EQU2## The Yield means, as appropriate, the yield of 2-methyl-4-(3-bromophenyl)-3-butyn-2-ol: ##STR15## or 1,3-di(3-methyl-3-hydroxy-1-butynyl)benzene: ##STR16## and was calculated as the product of Conversion times Selectivity. Selectivities and yields were calculated only on isolated crude products by gas chromatography ... Starting materials: CN(C)C=O, CN(C)C(=S)Cl, C1CN2CCN1CC2, O, COC(=O)c1ccc(OC)cc1O. Yields the product COC(=O)c1ccc(OC)cc1OC(=S)N(C)C. RXN SMILES: [CH3:22][N:23]([CH3:24])[CH:25]=[O:26].[CH3:27][N:28]([C:29](=[S:30])[Cl:31])[CH3:32].[N:14]12[CH2:15][CH2:16][N:17]([CH2:18][CH2:19]1)[CH2:20][CH2:21]2.[OH2:33].[OH:1][c:2]1[c:3]([C:4](=[O:5])[O:6][CH3:7])[cH:8][cH:9][c:10]([O:12][CH3:13])[cH:11]1>>[O:1]([c:2]1[c:3]([C:4](=[O:5])[O:6][CH3:7])[cH:8][cH:9][c:10]([O:12][CH3:13])[cH:11]1)[C:29]([N:28]([CH3:27])[CH3:32])=[S:30]. Reactants: C(C)(=O)C1=[N+](C2=CC=CC=C2[N+](=C1COC(C)=O)[O-])[O-] (2-Acetyl-3-acetoxymethylquinoxaline 1,4-dioxide), [OH-].[Na+] (sodium hydroxide). Solvent: ice, C(Cl)Cl (Methylene chloride). Reaction conditions: time 3 hour. The product is OC1(OCC=2C1=[N+](C1=CC=CC=C1[N+]2[O-])[O-])C (1-hydroxy-1-methyl-1,3-dihydrofuro[3,4-b]quinoxaline 4,9-dioxide). Isolated yield 18.0%. RXN SMILES: C([C:4]1[C:13]([CH2:14][O:15][C:16](=[O:18])[CH3:17])=[N+:12]([O-:19])[C:11]2[C:6](=[CH:7][CH:8]=[CH:9][CH:10]=2)[N+:5]=1[O-:20])(=O)C.[OH-].[Na+]>C(Cl)Cl>[OH:18][C:16]1([CH3:17])[C:4]2=[N+:5]([O-:20])[C:6]3[C:11]([N+:12]([O-:19])=[C:13]2[CH2:14][O:15]1)=[CH:10][CH:9]=[CH:8][CH:7]=3 |f:1.2|. Reported procedure: 2-Acetyl-3-acetoxymethylquinoxaline 1,4-dioxide (2.0 g., 7.24 mmol.) was dissolved in ice-cold concentrated hydrochloric acid (9 ml.). The reaction mixture was allowed to warm to room temperature and was stirred for 3 hours. Methylene chloride (20 ml.) was added, and the two-phase system was cooled in an ice-bath and made slightly basic (pH 8) with 50% sodium hydroxide solution. The methylene chloride layer was separated and the aqueous layer was extracted with more methylene chloride (two 20-ml...